Dataset: the Open Reaction Database (ORD), a public repository of structured organic reaction records. Task: describe an organic reaction: reactants, conditions, products, and yield Product: N1N=NN=C1C(=O)OCC (ethyl tetrazole-5-carboxylate). The reactants are C(#N)C(=O)OCC (ethyl cyanoformate), [N-]=[N+]=[N-].[Na+] (sodium azide), [Cl-].[NH4+] (ammonium chloride), N1N=NN=C1C(=O)O (Tetrazole-5-carboxylic acid). Reported procedure: Tetrazole-5-carboxylic acid can be prepared by treating ethyl cyanoformate with sodium azide and ammonium chloride to form ethyl tetrazole-5-carboxylate, which is hydrolyzed with alkali (e.g., KOH) to give alkali tetrazole-5-carboxylate, according to the method described in J. Med. Chem. 19, 289(1976) and Ibid, 29, 538(1986). RXN SMILES: [NH:1]1[C:5]([C:6]([OH:8])=[O:7])=[N:4][N:3]=[N:2]1.[C:9]([C:11](OCC)=O)#N.[N-]=[N+]=[N-].[Na+].[Cl-].[NH4+]>>[NH:1]1[C:5]([C:6]([O:8][CH2:9][CH3:11])=[O:7])=[N:4][N:3]=[N:2]1 |f:2.3,4.5|. The reactants are CC(Cc1ccc(F)c(F)c1)N1C(=O)c2c(ccnc2C(F)(F)F)NC1c1ncccc1OCc1ccccc1, CCO. The product is CC(Cc1ccc(F)c(F)c1)N1C(=O)c2c(ccnc2C(F)(F)F)NC1c1ncccc1O. Reaction SMILES: [CH2:1]([c:2]1[cH:3][cH:4][cH:5][cH:6][cH:7]1)[O:8][c:9]1[c:10]([CH:15]2[N:16]([CH:30]([CH2:31][c:32]3[cH:33][c:34]([F:39])[c:35]([F:38])[cH:36][cH:37]3)[CH3:40])[C:17](=[O:29])[c:18]3[c:19]([cH:21][cH:22][n:23][c:24]3[C:25]([F:26])([F:27])[F:28])[NH:20]2)[n:11][cH:12][cH:13][cH:14]1.[CH3:41][CH2:42][OH:43]>>[OH:8][c:9]1[c:10]([CH:15]2[N:16]([CH:30]([CH2:31][c:32]3[cH:33][c:34]([F:39])[c:35]([F:38])[cH:36][cH:37]3)[CH3:40])[C:17](=[O:29])[c:18]3[c:19]([cH:21][cH:22][n:23][c:24]3[C:25]([F:26])([F:27])[F:28])[NH:20]2)[n:11][cH:12][cH:13][cH:14]1. The reactants are C(C)(C)(C)OC(=O)N1C(C2(C(NC(CC2C2=CC(=CC=C2)Cl)=O)C2=C(C=CC=C2)C)C2=CC=C(C=C12)Cl)=O (racemic (2′R,3R,4′S)-6-chloro-4′-(3-chlorophenyl)-2,3-dihydro-2′-(2-methylphenyl)-2,6′-dioxospiro[indole-3,3′-piperidine]-1-carboxylic acid tert-butyl ester), [H-].[Li+] (LiH), IC (iodomethane). The solvent is C(C)(=O)OCC (ethyl acetate), CN(C=O)C (N,N-dimethyl-formamide). Run at time 3 hour. The product is C(C)(C)(C)OC(=O)N1C(C2(C(N(C(CC2C2=CC(=CC=C2)Cl)=O)C)C2=C(C=CC=C2)C)C2=CC=C(C=C12)Cl)=O (racemic (2′R,3R,4′S)-6-chloro-4′-(3-chlorophenyl)-2,3-dihydro-1′-methyl-2′-(2-methylphenyl)-2,6′-dioxospiro[indole-3,3′-piperidine]-1-carboxylic acid tert-butyl ester). Yield: 78.6%. RXN SMILES: [C:1]([O:5][C:6]([N:8]1[C:36]2[C:31](=[CH:32][CH:33]=[C:34]([Cl:37])[CH:35]=2)[C:10]2([CH:15]([C:16]3[CH:21]=[CH:20][CH:19]=[C:18]([Cl:22])[CH:17]=3)[CH2:14][C:13](=[O:23])[NH:12][CH:11]2[C:24]2[CH:29]=[CH:28][CH:27]=[CH:26][C:25]=2[CH3:30])[C:9]1=[O:38])=[O:7])([CH3:4])([CH3:3])[CH3:2].[H-].[Li+].I[CH3:42]>CN(C)C=O.C(OCC)(=O)C>[C:1]([O:5][C:6]([N:8]1[C:36]2[C:31](=[CH:32][CH:33]=[C:34]([Cl:37])[CH:35]=2)[C:10]2([CH:15]([C:16]3[CH:21]=[CH:20][CH:19]=[C:18]([Cl:22])[CH:17]=3)[CH2:14][C:13](=[O:23])[N:12]([CH3:42])[CH:11]2[C:24]2[CH:29]=[CH:28][CH:27]=[CH:26][C:25]=2[CH3:30])[C:9]1=[O:38])=[O:7])([CH3:4])([CH3:2])[CH3:3] |f:1.2|. Reported procedure: To a solution of racemic (2′R,3R,4′S)-6-chloro-4′-(3-chlorophenyl)-2,3-dihydro-2′-(2-methylphenyl)-2,6′-dioxospiro[indole-3,3′-piperidine]-1-carboxylic acid tert-butyl ester (0.25 g, 0.45 mmol) in N,N-dimethyl-formamide (20 mL) at 0° C. was added LiH (90 mg, 11.2 mmol) (Aldrich), followed by the addition of iodomethane (0.39 g, 2.74 mmol). The reaction mixture was warmed up to room temperature and stirred at room temperature for 3 h. The mixture was diluted with ethyl acetate, and then washed wi... The reactants are ClC1=CC(=CC=C1)C(=O)OO (meta-chloroperbenzoic acid), CSC=1C=C2C(=CC1)N(CC21CN(CC1)C(=O)OC(C)(C)C)C(=O)OCC[Si](C)(C)C (1-(2-(Trimethylsilyl)ethyl) 1′-tert-butyl 5-(methylthio)spiro[indoline-3,3′-pyrrolidine]-1,1′-dicarboxylate), S(=S)(=O)([O-])[O-].[Na+].[Na+] (sodium thiosulfate). The solvent is C(Cl)Cl (methylene chloride). Reaction conditions: time 30 minute. Product: CS(=O)(=O)C=1C=C2C(=CC1)N(CC21CN(CC1)C(=O)OC(C)(C)C)C(=O)OCC[Si](C)(C)C (1-(2-(trimethylsilyl)ethyl) 1′-tert-butyl 5-(methylsulfonyl)spiro[indoline-3,3′-pyrrolidine]-1,1′-dicarboxylate). Isolated yield 65.0%. Reaction SMILES: CS[C:3]1[CH:4]=[C:5]2[C:11]3([CH2:15][CH2:14][N:13]([C:16]([O:18][C:19]([CH3:22])([CH3:21])[CH3:20])=[O:17])[CH2:12]3)[CH2:10][N:9]([C:23]([O:25][CH2:26][CH2:27][Si:28]([CH3:31])([CH3:30])[CH3:29])=[O:24])[C:6]2=[CH:7][CH:8]=1.Cl[C:33]1C=CC=C(C(OO)=O)C=1.[S:43]([O-:47])([O-])(=[O:45])=S.[Na+].[Na+]>C(Cl)Cl>[CH3:33][S:43]([C:3]1[CH:4]=[C:5]2[C:11]3([CH2:15][CH2:14][N:13]([C:16]([O:18][C:19]([CH3:22])([CH3:21])[CH3:20])=[O:17])[CH2:12]3)[CH2:10][N:9]([C:23]([O:25][CH2:26][CH2:27][Si:28]([CH3:31])([CH3:29])[CH3:30])=[O:24])[C:6]2=[CH:7][CH:8]=1)(=[O:47])=[O:45] |f:2.3.4|. Procedure details: 1-(2-(Trimethylsilyl)ethyl) 1′-tert-butyl 5-(methylthio)spiro[indoline-3,3′-pyrrolidine]-1,1′-dicarboxylate (192 mg, 0.41 mmol) was dissolved in methylene chloride (5 mL). Thereafter, meta-chloroperbenzoic acid (350 mg, 2.03 mmol) was added to the above obtained solution under cooling on ice, and the thus obtained mixture was then stirred for 30 minutes. Thereafter, an aqueous solution of sodium thiosulfate was added to the reaction solution, and the mixed solution was then extracted with chloro... Starting materials: O=C([O-])[O-], Cc1cc(F)cnc1-c1ccc2c(Cl)ccnc2n1, [Cs+], [Cs+], Nc1ncc(C(F)(F)F)cn1, C1COCCO1, O=C(C=Cc1ccccc1)C=Cc1ccccc1, O=C(C=Cc1ccccc1)C=Cc1ccccc1, O=C(C=Cc1ccccc1)C=Cc1ccccc1, [Pd], [Pd]. The product is Cc1cc(F)cnc1-c1ccc2c(Nc3ncc(C(F)(F)F)cn3)ccnc2n1. Reaction SMILES: [C:31](=[O:32])([O-:33])[O-:34].[Cl:1][c:2]1[c:3]2[cH:4][cH:5][c:6](-[c:12]3[n:13][cH:14][c:15]([F:19])[cH:16][c:17]3[CH3:18])[n:7][c:8]2[n:9][cH:10][cH:11]1.[Cs+:35].[Cs+:36].[NH2:20][c:21]1[n:22][cH:23][c:24]([C:27]([F:28])([F:29])[F:30])[cH:25][n:26]1.[O:37]1[CH2:38][CH2:39][O:40][CH2:41][CH2:42]1.[O:45]=[C:46]([CH:47]=[CH:48][c:49]1[cH:50][cH:51][cH:52][cH:53][cH:54]1)[CH:55]=[CH:56][c:57]1[cH:58][cH:59][cH:60][cH:61][cH:62]1.[O:63]=[C:64]([CH:65]=[CH:66][c:67]1[cH:68][cH:69][cH:70][cH:71][cH:72]1)[CH:73]=[CH:74][c:75]1[cH:76][cH:77][cH:78][cH:79][cH:80]1.[O:81]=[C:82]([CH:83]=[CH:84][c:85]1[cH:86][cH:87][cH:88][cH:89][cH:90]1)[CH:91]=[CH:92][c:93]1[cH:94][cH:95][cH:96][cH:97][cH:98]1.[Pd:43].[Pd:44]>>[c:2]1([NH:20][c:21]2[n:22][cH:23][c:24]([C:27]([F:28])([F:29])[F:30])[cH:25][n:26]2)[c:3]2[cH:4][cH:5][c:6](-[c:12]3[n:13][cH:14][c:15]([F:19])[cH:16][c:17]3[CH3:18])[n:7][c:8]2[n:9][cH:10][cH:11]1.